This data is from the Open Reaction Database (ORD), a public repository of structured organic reaction records. The task is: describe an organic reaction: reactants, conditions, products, and yield The reactants are CC1(CC2=CC=C(C=C2C(C1O)OC1=CC(NC=C1)=O)C#N)C (2,2-dimethyl-4-(2-oxo-1,2-dihydro-4-pyridyloxy)-6-cyano-1,2,3,4-tetrahydro-3-naphthol), C(=O)([O-])[O-].[K+].[K+] (K2CO3), COS(=O)(=O)OC (dimethylsulfate). Run in CC(=O)C (acetone). Conditions: time 2 hour. Product: CC1(CC2=CC=C(C=C2C(C1O)OC1=CC(N(C=C1)C)=O)C#N)C (2,2-dimethyl-4-(1-methyl-2-oxo-1,2-dihydro-4-pyridyloxy)-6-cyano-1,2,3,4-tetrahydro-3-naphthol). Reaction SMILES: [CH3:1][C:2]1([CH3:23])[CH:11]([OH:12])[CH:10]([O:13][C:14]2[CH:19]=[CH:18][NH:17][C:16](=[O:20])[CH:15]=2)[C:9]2[C:4](=[CH:5][CH:6]=[C:7]([C:21]#[N:22])[CH:8]=2)[CH2:3]1.[C:24]([O-])([O-])=O.[K+].[K+].COS(OC)(=O)=O>CC(C)=O>[CH3:1][C:2]1([CH3:23])[CH:11]([OH:12])[CH:10]([O:13][C:14]2[CH:19]=[CH:18][N:17]([CH3:24])[C:16](=[O:20])[CH:15]=2)[C:9]2[C:4](=[CH:5][CH:6]=[C:7]([C:21]#[N:22])[CH:8]=2)[CH2:3]1 |f:1.2.3|. Reported procedure: A mixture of 310 mg of 2,2-dimethyl-4-(2-oxo-1,2-dihydro-4-pyridyloxy)-6-cyano-1,2,3,4-tetrahydro-3-naphthol, 20 ml of acetone, 400 mg of K2CO3 and 0.2 ml of dimethylsulfate is boiled for 2 hours. The mixture is filtered and the filtrate is worked up in the customary manner to give 2,2-dimethyl-4-(1-methyl-2-oxo-1,2-dihydro-4-pyridyloxy)-6-cyano-1,2,3,4-tetrahydro-3-naphthol. Product: Cl.Cl.NC=1SC(=NN1)SCCN(CCC)CCC1=CC=CC=C1 (2-Amino-5-[2-(2-phenylethyl-n-propylamino)ethylthio]-1,3,4-thiadiazole dihydrochloride). The reactants are ice water, NC=1SC(=NN1)S (2-amino-5-mercapto-1,3,4-thiadiazole), C([O-])([O-])=O.[K+].[K+] (potassium carbonate), ClCCN(CCC1=CC=CC=C1)CCC (2-chloroethyl-(n-propyl)phenethylamine). Procedure details: 4 g of 2-amino-5-mercapto-1,3,4-thiadiazole, 2.5 g of potassium carbonate and 7.0 g of 2-chloroethyl-(n-propyl)phenethylamine in 10 ml of dimethylformamide were stirred at 100° C. for 30 min. The mixture was then cooled and poured into ice-water, and the precipitated brown solid was filtered off with suction and partitioned in methyl t-butyl ether/water. The organic phase was separated off, washed with water and concentrated. The residue was taken up in 2N HCl and extracted with methylene chlori... As a reaction SMILES: [NH2:1][C:2]1[S:3][C:4]([SH:7])=[N:5][N:6]=1.C(=O)([O-])[O-].[K+].[K+].[Cl:14][CH2:15][CH2:16][N:17]([CH2:26][CH2:27][CH3:28])[CH2:18][CH2:19][C:20]1[CH:25]=[CH:24][CH:23]=[CH:22][CH:21]=1>CN(C)C=O>[ClH:14].[ClH:14].[NH2:1][C:2]1[S:3][C:4]([S:7][CH2:15][CH2:16][N:17]([CH2:18][CH2:19][C:20]2[CH:21]=[CH:22][CH:23]=[CH:24][CH:25]=2)[CH2:26][CH2:27][CH3:28])=[N:5][N:6]=1 |f:1.2.3,6.7.8|. Solvent: CN(C=O)C (dimethylformamide). The reactants are Cc1cc(C=C2CCN(C(=O)OC(C)(C)C)CC2)cc(Oc2ccc(C(F)(F)F)cn2)c1, ClCCl, O=C(O)C(F)(F)F. The product is Cc1cc(C=C2CCNCC2)cc(Oc2ccc(C(F)(F)F)cn2)c1. As a reaction SMILES: [CH3:1][c:2]1[cH:3][c:4]([CH:5]=[C:6]2[CH2:7][CH2:8][N:9]([C:12]([O:13][C:14]([CH3:15])([CH3:16])[CH3:17])=[O:18])[CH2:10][CH2:11]2)[cH:19][c:20]([O:22][c:23]2[n:24][cH:25][c:26]([C:29]([F:30])([F:31])[F:32])[cH:27][cH:28]2)[cH:21]1.[Cl:40][CH2:41][Cl:42].[F:33][C:34]([F:35])([F:36])[C:37]([OH:38])=[O:39]>>[CH3:1][c:2]1[cH:3][c:4]([CH:5]=[C:6]2[CH2:7][CH2:8][NH:9][CH2:10][CH2:11]2)[cH:19][c:20]([O:22][c:23]2[n:24][cH:25][c:26]([C:29]([F:30])([F:31])[F:32])[cH:27][cH:28]2)[cH:21]1. The reactants are CCO, CNC(=O)c1nc(-c2cccc(C#N)c2)cnc1N, NO, O. Yields the product CNC(=O)c1nc(-c2cccc(C(=N)NO)c2)cnc1N. As a reaction SMILES: [CH3:22][CH2:23][OH:24].[NH2:1][c:2]1[c:3]([C:16](=[O:17])[NH:18][CH3:19])[n:4][c:5](-[c:8]2[cH:9][c:10]([C:14]#[N:15])[cH:11][cH:12][cH:13]2)[cH:6][n:7]1.[NH2:20][OH:21].[OH2:25]>>[NH2:1][c:2]1[c:3]([C:16](=[O:17])[NH:18][CH3:19])[n:4][c:5](-[c:8]2[cH:9][c:10]([C:14](=[NH:15])[NH:20][OH:21])[cH:11][cH:12][cH:13]2)[cH:6][n:7]1. Starting materials: COc1cc2c(c3c1C1CCC3C1)OC(COS(=O)(=O)c1ccc(C)cc1)C2, [N-]=[N+]=[N-], [Na+]. Product: COc1cc2c(c3c1C1CCC3C1)OC(CN=[N+]=[N-])C2. Reaction SMILES: [CH3:1][c:2]1[cH:3][cH:4][c:5]([S:6]([O:7][CH2:12][CH:13]2[CH2:14][c:15]3[c:16]([c:18]4[c:23]([c:24]([O:26][CH3:27])[cH:25]3)[CH:22]3[CH2:21][CH2:20][CH:19]4[CH2:28]3)[O:17]2)(=[O:8])=[O:9])[cH:10][cH:11]1.[N-:30]=[N+:31]=[N-:32].[Na+:29]>>[CH2:12]([CH:13]1[CH2:14][c:15]2[c:16]([c:18]3[c:23]([c:24]([O:26][CH3:27])[cH:25]2)[CH:22]2[CH2:21][CH2:20][CH:19]3[CH2:28]2)[O:17]1)[N:30]=[N+:31]=[N-:32]. Starting materials: CCOC(C)=O, CN(C(=O)Cc1ccc(OCc2ccccc2)c(NNS(C)(=O)=O)c1)C(CN1CCCC1)c1ccccc1, CCN(C(C)C)C(C)C, ClCCl, CS(=O)(=O)Cl. The product is CN(C(=O)Cc1ccc(O)c(NNS(C)(=O)=O)c1)C(CN1CCCC1)c1ccccc1. As a reaction SMILES: [CH2:56]([O:57][C:58](=[O:59])[CH3:60])[CH3:61].[CH3:1][S:2](=[O:3])(=[O:4])[NH:5][NH:6][c:7]1[cH:8][c:9]([CH2:21][C:22](=[O:23])[N:24]([CH:25]([CH2:26][N:27]2[CH2:28][CH2:29][CH2:30][CH2:31]2)[c:32]2[cH:33][cH:34][cH:35][cH:36][cH:37]2)[CH3:38])[cH:10][cH:11][c:12]1[O:13][CH2:14][c:15]1[cH:16][cH:17][cH:18][cH:19][cH:20]1.[CH:39]([N:40]([CH2:41][CH3:42])[CH:43]([CH3:44])[CH3:45])([CH3:46])[CH3:47].[Cl:53][CH2:54][Cl:55].[S:48]([Cl:49])([CH3:50])(=[O:51])=[O:52]>>[CH3:1][S:2](=[O:3])(=[O:4])[NH:5][NH:6][c:7]1[cH:8][c:9]([CH2:21][C:22](=[O:23])[N:24]([CH:25]([CH2:26][N:27]2[CH2:28][CH2:29][CH2:30][CH2:31]2)[c:32]2[cH:33][cH:34][cH:35][cH:36][cH:37]2)[CH3:38])[cH:10][cH:11][c:12]1[OH:13]. Reactants: C1(=CC=CC=C1)COC([C@H](NC([C@H](NC(=O)OC(C(C(OCC1=CC=CC=C1)=O)NC(CCCCCC)=O)C)CCCC(NC(=O)OCC1=CC=CC=C1)C(=O)OCC1=CC=CC=C1)=O)C)=O (N-[N2 -[[3-oxo-2-[(1-oxoheptyl)amino]-1-methyl-3-(phenylmethoxy)-propoxy]carbonyl]-N6 -[(phenylmethoxy)carbonyl]-(R)-6-[(phenylmethoxy)carbonyl]-L-lysyl]-D-Alanine Phenylmethyl Ester). Reagents/catalysts: [OH-].[OH-].[Pd+2] (Pd(OH)2). Solvent: CCOC(=O)C.CCO (EtOAc EtOH). Conditions: time 5.5 hour. Yields the product C(=O)(O)C(CCC[C@@H](NC(=O)OC(C(NC(CCCCCC)=O)C(=O)O)C)C(=O)N[C@H](C)C(=O)O)N (N-[(R)-6-carboxy-N2 -[[2-carboxy-1-methyl-2-[(1-oxoheptyl)amino]ethoxy]carbonyl]-L-lysyl]-D-Alanine). RXN SMILES: C1(C[O:8][C:9](=[O:67])[C@@H:10]([CH3:66])[NH:11][C:12](=[O:65])[C@@H:13]([CH2:40][CH2:41][CH2:42][CH:43]([C:55]([O:57]CC2C=CC=CC=2)=[O:56])[NH:44]C(OCC2C=CC=CC=2)=O)[NH:14][C:15]([O:17][CH:18]([CH3:39])[CH:19]([NH:30][C:31](=[O:38])[CH2:32][CH2:33][CH2:34][CH2:35][CH2:36][CH3:37])[C:20](=[O:29])[O:21]CC2C=CC=CC=2)=[O:16])C=CC=CC=1>CCOC(C)=O.CCO.[OH-].[OH-].[Pd+2]>[C:55]([CH:43]([NH2:44])[CH2:42][CH2:41][CH2:40][C@H:13]([C:12]([NH:11][C@@H:10]([C:9]([OH:67])=[O:8])[CH3:66])=[O:65])[NH:14][C:15]([O:17][CH:18]([CH3:39])[CH:19]([C:20]([OH:29])=[O:21])[NH:30][C:31](=[O:38])[CH2:32][CH2:33][CH2:34][CH2:35][CH2:36][CH3:37])=[O:16])([OH:57])=[O:56] |f:1.2,3.4.5|. Procedure details: A solution of 1a-1 (140 mg, 0.15 mmol) in EtOAc/EtOH (5 mL:15 mL) is hydrogenated over Pd(OH)2 (Pearlman's catalyst, 20% on C, 100 mg) using a Parr apparatus at an initial pressure of 70 psi. After 5.5 h, filtration and evaporation gives a colorless glass. The latter is triturated with ether and the sides of the flask are scraped to provide a white crystalline powder. The ether solution is removed with a syringe and the solid is washed with two more portions of ether, dried, and characterized as...